Dataset: the Open Reaction Database (ORD), a public repository of structured organic reaction records. Task: describe an organic reaction: reactants, conditions, products, and yield Reactants: N1=CC=C(C=C1)C=CC=1OC=CC1 (1-(Pyridin-4-yl)-2-(furan-2-yl)ethene), C(=O)[O-].[NH4+] (ammonium formate). The reagents and catalysts are [Pd] (palladium on charcoal). Solvent: CO (methanol). The product is O1C(CCC1)CCC1=CC=NC=C1 (4-(2-[Tetrahydrofuran-2-yl]ethyl)pyridine). The yield is 19.3%. Reaction SMILES: [N:1]1[CH:6]=[CH:5][C:4]([CH:7]=[CH:8][C:9]2[O:10][CH:11]=[CH:12][CH:13]=2)=[CH:3][CH:2]=1.C([O-])=O.[NH4+]>CO.[Pd]>[O:10]1[CH2:11][CH2:12][CH2:13][CH:9]1[CH2:8][CH2:7][C:4]1[CH:3]=[CH:2][N:1]=[CH:6][CH:5]=1 |f:1.2|. Procedure: A solution of 1-(pyridin-4-yl)-2-(furan-2-yl)ethene (15.0 g, 87.7 mmol) [Example 18, Step 1] in methanol (300 ml) was treated with ammonium formate (27.6 g, 438.5 mmol) and 10% palladium on charcoal catalyst (1.5 g, 10% (w/w)). The mixture was stirred at reflux for 3 hours. The catalyst was removed by filtration and the solvent was evaporated in vacuo. The residue was partitioned between dichloromethane and water. The organic phase was separated, dried (MgSO4) and evaporated in vacuo. The residu... Starting materials: O=C(O)c1cc(Br)nn1-c1ncc(Cl)cc1Cl, O=C(Cl)C(=O)Cl, CN(C)C=O, ClCCl. The product is O=C(Cl)c1cc(Br)nn1-c1ncc(Cl)cc1Cl. As a reaction SMILES: [Br:1][c:2]1[n:3][n:4](-[c:10]2[n:11][cH:12][c:13]([Cl:17])[cH:14][c:15]2[Cl:16])[c:5]([C:7](=[O:8])[OH:9])[cH:6]1.[C:21]([Cl:22])(=[O:23])[C:24]([Cl:25])=[O:26].[CH:27]([N:28]([CH3:29])[CH3:30])=[O:31].[Cl:18][CH2:19][Cl:20]>>[Br:1][c:2]1[n:3][n:4](-[c:10]2[n:11][cH:12][c:13]([Cl:17])[cH:14][c:15]2[Cl:16])[c:5]([C:7](=[O:8])[Cl:18])[cH:6]1.